From a dataset of the Open Reaction Database (ORD), a public repository of structured organic reaction records. describe an organic reaction: reactants, conditions, products, and yield Reactants: C(C)(=O)OCC=1C=C(C=NC1)COC=1C=C2C=3C=C(C=CC3N3C2=C(C1)C(C(=C3)CC=3C=NC=CC3)=O)Br (2-(5-acetoxymethyl-3-pyridylmethyloxy)-10-bromo-5-(3-pyridylmethyl)-4H-pyrido[3,2,1-jk]carbazole-4-one), [OH-].[Na+] (sodium hydroxide), [OH-].[Na+] (sodium hydroxide). Solvent: CO (methanol), O (water). Run at time 1 hour. Yields the product BrC=1C=CC=2N3C4=C(C=C(C=C4C2C1)OCC=1C=NC=C(C1)CO)C(C(=C3)CC=3C=NC=CC3)=O (10-bromo-2-(5-hydroxymethyl-3-pyridylmethyloxy)-5-(3-pyridylmethyl)-4H-pyrido[3,2,1-jk]carbazole-4-one). The yield is 97.2%. Reaction SMILES: C([O:4][CH2:5][C:6]1[CH:7]=[C:8]([CH2:12][O:13][C:14]2[CH:15]=[C:16]3[C:24]4=[C:25]([C:27](=[O:37])[C:28]([CH2:30][C:31]5[CH:32]=[N:33][CH:34]=[CH:35][CH:36]=5)=[CH:29][N:23]4[C:22]4[CH:21]=[CH:20][C:19]([Br:38])=[CH:18][C:17]3=4)[CH:26]=2)[CH:9]=[N:10][CH:11]=1)(=O)C.[OH-].[Na+]>CO.O>[Br:38][C:19]1[CH:20]=[CH:21][C:22]2[N:23]3[CH:29]=[C:28]([CH2:30][C:31]4[CH:32]=[N:33][CH:34]=[CH:35][CH:36]=4)[C:27](=[O:37])[C:25]4[CH:26]=[C:14]([O:13][CH2:12][C:8]5[CH:9]=[N:10][CH:11]=[C:6]([CH2:5][OH:4])[CH:7]=5)[CH:15]=[C:16]([C:17]=2[CH:18]=1)[C:24]3=4 |f:1.2|. Procedure: 2-(5-acetoxymethyl-3-pyridylmethyloxy)-10-bromo-5-(3-pyridylmethyl)-4H-pyrido[3,2,1-jk]carbazole-4-one (200 mg) obtained in Example 24 was suspended in methanol (10 ml), and to the suspension was added an aqueous solution of sodium hydroxide (a solution prepared by dissolving 85 mg of sodium hydroxide in 0.8 ml of water), and the mixture was stirred at room temperature for 1 hour. The crystals precipitated were washed with methanol and ether in succession, and recovered by filtration to obtain t... Reported procedure: 91 mg (0.42 mmol) 1-piperidin-4-yl-1,3-dihydroimidazo[4,5-b]pyridin-2-one, 120 mg (0.42 mmol) 5-(6-chloro-pyrimidine-4-carbonyl)-7-methyl-1,3-dihydro-indol-2-one and 0.080 mL (0.46 mmol) DIPEA were combined in 2 mL DMF and shaken overnight at RT. Then the reaction mixture was in taken up acetonitrile/water and purified by preparative HPLC-MS. The fractions containing the product were combined and freeze-dried. Run at time 8 hour. Run in CN(C)C=O (DMF). The product is CC=1C=C(C=C2CC(NC12)=O)C(=O)C1=CC(=NC=N1)N1CCC(CC1)N1C(NC2=NC=CC=C21)=O (1-{1-[6-(7-methyl-2-oxo-2,3-dihydro-1H-indol-5-carbonyl)-pyrimidin-4-yl]-piperidin-4-yl}-1,3-dihydro-imidazo[4,5-b]pyridin-2-one). Reaction SMILES: [NH:1]1[CH2:6][CH2:5][CH:4]([N:7]2[C:15]3[C:10](=[N:11][CH:12]=[CH:13][CH:14]=3)[NH:9][C:8]2=[O:16])[CH2:3][CH2:2]1.Cl[C:18]1[N:23]=[CH:22][N:21]=[C:20]([C:24]([C:26]2[CH:27]=[C:28]3[C:32](=[C:33]([CH3:35])[CH:34]=2)[NH:31][C:30](=[O:36])[CH2:29]3)=[O:25])[CH:19]=1.CCN(C(C)C)C(C)C.C(#N)C.O>CN(C=O)C>[CH3:35][C:33]1[CH:34]=[C:26]([C:24]([C:20]2[N:21]=[CH:22][N:23]=[C:18]([N:1]3[CH2:2][CH2:3][CH:4]([N:7]4[C:15]5[C:10](=[N:11][CH:12]=[CH:13][CH:14]=5)[NH:9][C:8]4=[O:16])[CH2:5][CH2:6]3)[CH:19]=2)=[O:25])[CH:27]=[C:28]2[C:32]=1[NH:31][C:30](=[O:36])[CH2:29]2 |f:3.4|. Starting materials: N1CCC(CC1)N1C(NC2=NC=CC=C21)=O (1-piperidin-4-yl-1,3-dihydroimidazo[4,5-b]pyridin-2-one), C(C)#N.O (acetonitrile water), ClC1=CC(=NC=N1)C(=O)C=1C=C2CC(NC2=C(C1)C)=O (5-(6-chloro-pyrimidine-4-carbonyl)-7-methyl-1,3-dihydro-indol-2-one), CCN(C(C)C)C(C)C (DIPEA). The reactants are O=Cc1cc(Cl)cc2c1OC(C(F)(F)F)C(C(=O)O)=C2, O. Reaction SMILES: [Cl:1][c:2]1[cH:3][c:4]([CH:19]=[O:20])[c:5]2[c:6]([cH:18]1)[CH:7]=[C:8]([C:15](=[O:16])[OH:17])[CH:9]([C:11]([F:12])([F:13])[F:14])[O:10]2.[OH2:21]>>[Cl:1][c:2]1[cH:3][c:4]([CH2:19][OH:20])[c:5]2[c:6]([cH:18]1)[CH:7]=[C:8]([C:15](=[O:16])[OH:17])[CH:9]([C:11]([F:12])([F:13])[F:14])[O:10]2. The product is O=C(O)C1=Cc2cc(Cl)cc(CO)c2OC1C(F)(F)F. Reactants: C(C)(C)(C)OC(=O)N1CC(CCC1)C1=NC(=NO1)C1=CC=C(C=C1)OC (3-[3-(4-Methoxy-phenyl)-[1,2,4]oxadiazol-5-yl]-piperidine-1-carboxylic acid tert-butyl ester), Cl (HCl). Conditions: time 1 hour. Product: Cl.COC1=CC=C(C=C1)C1=NOC(=N1)C1CNCCC1 (3-[3-(4-Methoxy-phenyl)-[1,2,4]oxadiazol-5-yl]-piperidine hydrochloride). The yield is 100.0%. As a reaction SMILES: C(OC([N:8]1[CH2:13][CH2:12][CH2:11][CH:10]([C:14]2[O:18][N:17]=[C:16]([C:19]3[CH:24]=[CH:23][C:22]([O:25][CH3:26])=[CH:21][CH:20]=3)[N:15]=2)[CH2:9]1)=O)(C)(C)C.[ClH:27]>>[ClH:27].[CH3:26][O:25][C:22]1[CH:21]=[CH:20][C:19]([C:16]2[N:15]=[C:14]([CH:10]3[CH2:11][CH2:12][CH2:13][NH:8][CH2:9]3)[O:18][N:17]=2)=[CH:24][CH:23]=1 |f:2.3|. Procedure details: 3-[3-(4-Methoxy-phenyl)-[1,2,4]oxadiazol-5-yl]-piperidine-1-carboxylic acid tert-butyl ester (0.39 g, 1.08 mmol) was dissolved in 2 ml of 4N HCl (dioxane solution). The resulting reaction mixture was stirred at R.T. for 1 h and concentrated to afford 0.320 g (100%) of 3-[3-(4-Methoxy-phenyl)-[1,2,4]oxadiazol-5-yl]-piperidine hydrochloride as a brown solid. The reactants are COc1ccc([N+](=O)[O-])cc1N1CCN(CCS(C)(=O)=O)CC1, CCO. Yields the product COc1ccc(N)cc1N1CCN(CCS(C)(=O)=O)CC1. RXN SMILES: [CH3:1][O:2][c:3]1[c:4]([N:12]2[CH2:13][CH2:14][N:15]([CH2:18][CH2:19][S:20](=[O:21])(=[O:22])[CH3:23])[CH2:16][CH2:17]2)[cH:5][c:6]([N+:9]([O-:10])=[O:11])[cH:7][cH:8]1.[CH3:24][CH2:25][OH:26]>>[CH3:1][O:2][c:3]1[c:4]([N:12]2[CH2:13][CH2:14][N:15]([CH2:18][CH2:19][S:20](=[O:21])(=[O:22])[CH3:23])[CH2:16][CH2:17]2)[cH:5][c:6]([NH2:9])[cH:7][cH:8]1. Reactants: C1CCOC1, Cl, O, COc1ccc(O)c(C(C)=O)c1. Product: COc1ccc(O)c(C(C)C)c1. Reaction SMILES: [CH2:15]1[O:16][CH2:17][CH2:18][CH2:19]1.[ClH:13].[OH2:14].[OH:1][c:2]1[c:3]([C:10]([CH3:11])=[O:12])[cH:4][c:5]([O:8][CH3:9])[cH:6][cH:7]1>>[OH:1][c:2]1[c:3]([CH:10]([CH3:11])[CH3:15])[cH:4][c:5]([O:8][CH3:9])[cH:6][cH:7]1. Starting materials: CNCCC#CC1=NC=CC=C1 (N-methyl-4-(pyridin-2-yl)but-3-yn-1-amine), FC1=CC=C(C=C1)S(=O)(=O)Cl (4-fluorobenzene-1-sulfonyl chloride). The product is FC1=CC=C(C=C1)S(=O)(=O)N(CCC#CC1=NC=CC=C1)C (4-fluoro-N-methyl-N-(4-(pyridin-2-yl)but-3-ynyl)benzenesulfonamide). Isolated yield 16.2%. Reaction SMILES: [CH3:1][NH:2][CH2:3][CH2:4][C:5]#[C:6][C:7]1[CH:12]=[CH:11][CH:10]=[CH:9][N:8]=1.[F:13][C:14]1[CH:19]=[CH:18][C:17]([S:20](Cl)(=[O:22])=[O:21])=[CH:16][CH:15]=1>>[F:13][C:14]1[CH:19]=[CH:18][C:17]([S:20]([N:2]([CH3:1])[CH2:3][CH2:4][C:5]#[C:6][C:7]2[CH:12]=[CH:11][CH:10]=[CH:9][N:8]=2)(=[O:22])=[O:21])=[CH:16][CH:15]=1. Reported procedure: The title compound was prepared in accordance with the general method of Example 199(D), from N-methyl-4-(pyridin-2-yl)but-3-yn-1-amine (100 mg, 0.62 mmol) and 4-fluorobenzene-1-sulfonyl chloride (121 mg, 0.62 mmol). The crude residue was purified over silicagel chromatography (prepacked 10 g silicagel column, DCM/MeOH: 98/2 as eluent) to afford 32 mg of 4-fluoro-N-methyl-N-(4-(pyridin-2-yl)but-3-ynyl)benzenesulfonamide as a yellow oil (Yield: 16%). Starting materials: ClCc1ccc(OCc2ccccc2)cc1, CI, CC(C)(C)OC(=O)N1CCNC(=O)C1S(=O)c1ccccc1. Product: CC(C)(C)OC(=O)N1CCNC(=O)C1(C)S(=O)c1ccccc1. Reaction SMILES: [CH2:3]([O:4][c:5]1[cH:6][cH:7][c:8]([CH2:9][Cl:10])[cH:11][cH:12]1)[c:13]1[cH:14][cH:15][cH:16][cH:17][cH:18]1.[CH3:1][I:2].[c:19]1([S:25](=[O:26])[CH:27]2[N:28]([C:34](=[O:35])[O:36][C:37]([CH3:38])([CH3:39])[CH3:40])[CH2:29][CH2:30][NH:31][C:32]2=[O:33])[cH:20][cH:21][cH:22][cH:23][cH:24]1>>[CH3:3][C:27]1([S:25]([c:19]2[cH:20][cH:21][cH:22][cH:23][cH:24]2)=[O:26])[N:28]([C:34](=[O:35])[O:36][C:37]([CH3:38])([CH3:39])[CH3:40])[CH2:29][CH2:30][NH:31][C:32]1=[O:33]. Starting materials: FC1=C(N)C(=CC(=C1)F)F (2,4,6-trifluoroaniline), N1=CC=CC=C1 (pyridine), COC(CS(=O)(=O)Cl)=O (chlorosulfonyl acetic acid methyl ester), Cl (hydrochloric acid). Run in ClC(C)Cl (dichloroethane), ClC(C)Cl (dichloroethane). Run at temperature 0 celsius, time 12 hour. The product is COC(CS(NC1=C(C=C(C=C1F)F)F)(=O)=O)=O (2-[N-(2,4,6 Trifluorophenyl)sulfamoyl]-acetic acid methyl ester). RXN SMILES: [F:1][C:2]1[CH:8]=[C:7]([F:9])[CH:6]=[C:5]([F:10])[C:3]=1[NH2:4].N1C=CC=CC=1.[CH3:17][O:18][C:19](=[O:25])[CH2:20][S:21](Cl)(=[O:23])=[O:22].Cl>ClC(Cl)C>[CH3:17][O:18][C:19](=[O:25])[CH2:20][S:21](=[O:23])(=[O:22])[NH:4][C:3]1[C:2]([F:1])=[CH:8][C:7]([F:9])=[CH:6][C:5]=1[F:10]. Procedure details: 0.76 g (5 mmol) of 2,4,6-trifluoroaniline is dissolved in 40 ml of dichloroethane with exclusion of moisture, 0.4 ml (5 mmol) of pyridine is added, 0.86 g (5 mmol) of chlorosulfonyl acetic acid methyl ester, dissolved in 10 ml of dichloroethane, is instilled at 0° C. and then it is stirred for 1 hour at 0° C. and 12 hours at room temperature. The reaction solution is then shaken out twice with 10 ml of 2N hydrochloric acid each, the phases are separated, the organic phase is dried on magnesium s... RXN SMILES: Cl[C:2]1[CH:7]=[CH:6][N:5]=[C:4]2[NH:8][CH:9]=[CH:10][C:3]=12.[CH2:11]([O:18][C:19]1[CH:24]=[CH:23][C:22]([OH:25])=[CH:21][CH:20]=1)[C:12]1[CH:17]=[CH:16][CH:15]=[CH:14][CH:13]=1.C(O)(C(F)(F)F)=O>CCN(CC)CC>[CH2:11]([O:18][C:19]1[CH:20]=[CH:21][C:22]([O:25][C:2]2[CH:7]=[CH:6][N:5]=[C:4]3[NH:8][CH:9]=[CH:10][C:3]=23)=[CH:23][CH:24]=1)[C:12]1[CH:13]=[CH:14][CH:15]=[CH:16][CH:17]=1. The product is C(C1=CC=CC=C1)OC1=CC=C(OC2=C3C(=NC=C2)NC=C3)C=C1 (4-(4-benzyloxy-phenoxy)-1H-pyrrolo[2,3-b]pyridine). Run in CCN(CC)CC (Et3N). Procedure: A mixture of 4-chloro-1H-pyrrolo[2,3-b]pyridine (1 g, 6.5 mmol), 4-benzyloxyphenol (1.5 g, 7.5 mmol) and Et3N:TFA (1.2 mL) was heated to 150° C. for 96 h. Formation of the compound was monitored by HPLC-mass spec. The crude was directly purified on silica gel without work-up using a Hexanes/EtOAc gradient (100/0 to 0/100) to afford 4-(4-benzyloxy-phenoxy)-1H-pyrrolo[2,3-b]pyridine. Starting materials: ClC1=C2C(=NC=C1)NC=C2 (4-chloro-1H-pyrrolo[2,3-b]pyridine), C(C1=CC=CC=C1)OC1=CC=C(C=C1)O (4-benzyloxyphenol), C(=O)(C(F)(F)F)O (TFA).